From a dataset of the Open Reaction Database (ORD), a public repository of structured organic reaction records. describe an organic reaction: reactants, conditions, products, and yield Reaction SMILES: [F:1][C:2]1[C:3]([NH:23][C:24]2[CH:29]=[CH:28][CH:27]=[CH:26][C:25]=2[F:30])=[C:4]([CH:9]=[C:10]([S:13][CH2:14][C:15]2[CH:20]=[CH:19][C:18]([O:21][CH3:22])=[CH:17][CH:16]=2)[C:11]=1F)[C:5]([O:7][CH3:8])=[O:6].[N-:31]=[N+:32]=[N-:33]>>[N:31]([C:11]1[C:10]([S:13][CH2:14][C:15]2[CH:20]=[CH:19][C:18]([O:21][CH3:22])=[CH:17][CH:16]=2)=[CH:9][C:4]([C:5]([O:7][CH3:8])=[O:6])=[C:3]([NH:23][C:24]2[CH:29]=[CH:28][CH:27]=[CH:26][C:25]=2[F:30])[C:2]=1[F:1])=[N+:32]=[N-:33]. The product is N(=[N+]=[N-])C1=C(C(=C(C(=O)OC)C=C1SCC1=CC=C(C=C1)OC)NC1=C(C=CC=C1)F)F (Methyl 4-azido-3-fluoro-2-((2-fluorophenyl)amino)-5-((4-methoxybenzyl)thio)benzoate). Reported procedure: Methyl 3,4-difluoro-2-((2-fluorophenyl)amino)-5-((4-methoxy benzyl)thio)benzoate can be reacted with azide (such as NaN3, KN3) in appropriate solvent. The reaction is generally carried out at high temperature (60-120° C., prefer 80-100° C.) and normally completes within several hours (1-12 h, prefer 3-10 h). Methyl 4-azido-3-fluoro-2-((2-fluorophenyl)amino)-5-((4-methoxybenzyl)thio)benzoate is obtained after conventional workup. Starting materials: FC=1C(=C(C(=O)OC)C=C(C1F)SCC1=CC=C(C=C1)OC)NC1=C(C=CC=C1)F (Methyl 3,4-difluoro-2-((2-fluorophenyl)amino)-5-((4-methoxy benzyl)thio)benzoate), [N-]=[N+]=[N-] (azide). The reactants are O1CCN(CC1)C=1N=NC(=CC1)NN (3-morpholino-6-pyridazinylhydrazine), C(C)(=O)CC(C)=O (acetylacetone). Run in C(C)O (ethanol). Yields the product O1CCN(CC1)C=1N=NC(=CC1)N1N=C(C=C1C)C (3-morpholino-6-(3,5-dimethyl-1-pyrazolyl)-pyridazine). Reaction SMILES: [O:1]1[CH2:6][CH2:5][N:4]([C:7]2[N:8]=[N:9][C:10]([NH:13][NH2:14])=[CH:11][CH:12]=2)[CH2:3][CH2:2]1.[C:15]([CH2:18][C:19](=O)[CH3:20])(=O)[CH3:16]>C(O)C>[O:1]1[CH2:6][CH2:5][N:4]([C:7]2[N:8]=[N:9][C:10]([N:13]3[C:19]([CH3:20])=[CH:18][C:15]([CH3:16])=[N:14]3)=[CH:11][CH:12]=2)[CH2:3][CH2:2]1. Reported procedure: A mixture of 1.95 g (0.01 moles) of 3-morpholino-6-pyridazinylhydrazine, 1.0 g (0.01 moles) of acetylacetone and 20 ml of ethanol is heated to reflux for 3 hours. After cooling the separated crystals are filtered, washed with ethanol and dried. Yield: 1.65 g (64.5%); m.p. 119°-121° C. The reactants are CCOC(CCCN(C)Cc1ccc(C#N)cc1)OCC, C1CCOC1, Cl. Yields the product CN(CCCC=O)Cc1ccc(C#N)cc1. Reaction SMILES: [CH2:1]([O:3][CH:4]([O:2][CH2:19][CH3:20])[CH2:5][CH2:6][CH2:7][N:8]([CH3:9])[CH2:10][c:11]1[cH:12][cH:13][c:14]([C:15]#[N:16])[cH:17][cH:18]1)[CH3:21].[CH2:23]1[O:24][CH2:25][CH2:26][CH2:27]1.[ClH:22]>>[O:3]=[CH:4][CH2:5][CH2:6][CH2:7][N:8]([CH3:9])[CH2:10][c:11]1[cH:12][cH:13][c:14]([C:15]#[N:16])[cH:17][cH:18]1. RXN SMILES: [CH3:19][c:20]1[cH:21][cH:22][c:23]([NH2:24])[cH:25][cH:26]1.[N:1]1([S:7](=[O:8])(=[O:9])[c:10]2[cH:11][c:12]([C:13](=[O:14])[OH:15])[cH:16][cH:17][cH:18]2)[CH2:2][CH2:3][CH2:4][CH2:5][CH2:6]1>>[N:1]1([S:7](=[O:8])(=[O:9])[c:10]2[cH:11][c:12]([C:13](=[O:15])[NH:24][c:23]3[cH:22][cH:21][c:20]([CH3:19])[cH:26][cH:25]3)[cH:16][cH:17][cH:18]2)[CH2:2][CH2:3][CH2:4][CH2:5][CH2:6]1. Starting materials: Cc1ccc(N)cc1, O=C(O)c1cccc(S(=O)(=O)N2CCCCC2)c1. Yields the product Cc1ccc(NC(=O)c2cccc(S(=O)(=O)N3CCCCC3)c2)cc1. Reactants: ice, OC1=CC=C2CCN(CC2=C1)CCCCNC(\C=C\C1=CC=CC=C1)=O ((E)-7-hydroxy-2-(4-(3-phenylpropenoyl)aminobutyl)-1,2,3,4-tetrahydroisoquinoline), FC(S(=O)(=O)OS(=O)(=O)C(F)(F)F)(F)F (Trifluoromethanesulfonic anhydride). Reagents/catalysts: S(=O)(=O)([O-])[O-].[Cu+2] (copper (II) sulfate). The solvent is N1=CC=CC=C1 (pyridine). Conditions: time 18 hour. The product is C1(=CC=CC=C1)/C=C/C(=O)NCCCCN1CC2=CC(=CC=C2CC1)OS(=O)(=O)C(F)(F)F ((E)-2-(4-(3-Phenylpropenoyl)aminobutyl)-7-trifluoromethylsulfonyloxy-1,2,3,4-tetrahydroisoquinoline). Yield: 36.3%. As a reaction SMILES: [F:1][C:2]([F:15])([F:14])[S:3]([O:6]S(C(F)(F)F)(=O)=O)(=[O:5])=[O:4].O[C:17]1[CH:26]=[C:25]2[C:20]([CH2:21][CH2:22][N:23]([CH2:27][CH2:28][CH2:29][CH2:30][NH:31][C:32](=[O:41])/[CH:33]=[CH:34]/[C:35]3[CH:40]=[CH:39][CH:38]=[CH:37][CH:36]=3)[CH2:24]2)=[CH:19][CH:18]=1>N1C=CC=CC=1.S([O-])([O-])(=O)=O.[Cu+2]>[C:35]1(/[CH:34]=[CH:33]/[C:32]([NH:31][CH2:30][CH2:29][CH2:28][CH2:27][N:23]2[CH2:22][CH2:21][C:20]3[C:25](=[CH:26][C:17]([O:6][S:3]([C:2]([F:15])([F:14])[F:1])(=[O:5])=[O:4])=[CH:18][CH:19]=3)[CH2:24]2)=[O:41])[CH:36]=[CH:37][CH:38]=[CH:39][CH:40]=1 |f:3.4|. Procedure details: Trifluoromethanesulfonic anhydride (0.26 ml, 1.52 mmol) was added dropwise with stirring to an ice cooled solution of (E)-7-hydroxy-2-(4-(3-phenylpropenoyl)aminobutyl)-1,2,3,4-tetrahydroisoquinoline (0.41 g, 1.17 mmol) in anhydrous pyridine (5 ml). After stirring at room temperature for 18 h the reaction mixture was poured into 10% aqueous copper (II) sulfate (100 ml). The mixture was extracted with ethyl acetate (2×75 ml). Combined extracts were washed with 10% aqueous copper (II) sulfate (2×50... Starting materials: NC1=CC=C2C(=N1)NN=C2CN2N=CC1=C(C(=CC=C21)Cl)OC=2C=C(C#N)C=C(C2)Cl (3-({1-[(6-amino-1H-pyrazolo[3,4-b]pyridin-3-yl)methyl]-5-chloro-1H-indazol-4-yl}oxy)-5-chlorobenzonitrile), Cl (HCl). The solvent is CO (methanol), C(Cl)(Cl)Cl (chloroform). Product: [Cl-].ClC=1C(=C2C=NN(C2=CC1)CC1=NNC2=NC(=CC=C21)[NH3+])OC2=CC(=CC(=C2)C#N)Cl (3-{[5-Chloro-4-(3-chloro-5-cyanophenoxy)-1H-indazol-1-yl]methyl}-1H-pyrazolo[3,4-b]pyridin-6-aminium chloride). Reaction SMILES: [NH2:1][C:2]1[N:7]=[C:6]2[NH:8][N:9]=[C:10]([CH2:11][N:12]3[C:20]4[C:15](=[C:16]([O:22][C:23]5[CH:24]=[C:25]([CH:28]=[C:29]([Cl:31])[CH:30]=5)[C:26]#[N:27])[C:17]([Cl:21])=[CH:18][CH:19]=4)[CH:14]=[N:13]3)[C:5]2=[CH:4][CH:3]=1.Cl>CO.C(Cl)(Cl)Cl>[Cl-:21].[Cl:21][C:17]1[C:16]([O:22][C:23]2[CH:24]=[C:25]([C:26]#[N:27])[CH:28]=[C:29]([Cl:31])[CH:30]=2)=[C:15]2[C:20](=[CH:19][CH:18]=1)[N:12]([CH2:11][C:10]1[C:5]3[C:6](=[N:7][C:2]([NH3+:1])=[CH:3][CH:4]=3)[NH:8][N:9]=1)[N:13]=[CH:14]2 |f:4.5|. Procedure: To 3-({1-[(6-amino-1H-pyrazolo[3,4-b]pyridin-3-yl)methyl]-5-chloro-1H-indazol-4-yl}oxy)-5-chlorobenzonitrile (0.936 g, 2.079 mmol) as a solution in 20% methanol in chloroform (300 mL) was added 1N HCl (2.079 mL, 2.079 mmol), and the resulting mixture was then concentrated under reduced pressure. The resulting white paste was diluted with acetonitrile (100 mL) and the solvent evaporated in vacuo. The dilution-evaporation was repeated twice more for a total of three times. The resulting residue wa... Starting materials: S1C(=CC=C1)C(=O)O (thiophene-2-carboxylic acid), FC(OC1=CC=C(C=C1)CN)(F)F ((4-(trifluoromethoxy)phenyl)methanamine). The product is FC(OC1=CC=C(CNC(=O)C=2SC=CC2)C=C1)(F)F (N-(4-(trifluoromethoxy)benzyl)thiophene-2-carboxamide). Reaction SMILES: [S:1]1[CH:5]=[CH:4][CH:3]=[C:2]1[C:6]([OH:8])=O.[F:9][C:10]([F:21])([F:20])[O:11][C:12]1[CH:17]=[CH:16][C:15]([CH2:18][NH2:19])=[CH:14][CH:13]=1>>[F:9][C:10]([F:20])([F:21])[O:11][C:12]1[CH:17]=[CH:16][C:15]([CH2:18][NH:19][C:6]([C:2]2[S:1][CH:5]=[CH:4][CH:3]=2)=[O:8])=[CH:14][CH:13]=1. Procedure details: Prepared in a similar manner as described in example 4 from thiophene-2-carboxylic acid and (4-(trifluoromethoxy)phenyl)methanamine. MS (M+H, 303). Reactants: OC1=C(C(=O)O)C=CC=C1C(=O)O (2-Hydroxyisophthalic acid), C1(CCCCC1)N=C=NC1CCCCC1 (N,N'-dicyclohexylcarbodiimide), C(C)(C)(C)N (tert-butylamine). Solvent: N1=CC=CC=C1 (pyridine). Run at time 2 hour. Product: C(C)(C)(C)NC(=O)C1=C(C(C(=O)O)=CC=C1)O (3-tert-butylcarbamoylsalicylic acid). Reaction SMILES: [OH:1][C:2]1[C:10]([C:11]([OH:13])=O)=[CH:9][CH:8]=[CH:7][C:3]=1[C:4]([OH:6])=[O:5].C1(N=C=NC2CCCCC2)CCCCC1.[C:29]([NH2:33])([CH3:32])([CH3:31])[CH3:30]>N1C=CC=CC=1>[C:29]([NH:33][C:11]([C:10]1[CH:9]=[CH:8][CH:7]=[C:3]([C:4]([OH:6])=[O:5])[C:2]=1[OH:1])=[O:13])([CH3:32])([CH3:31])[CH3:30]. Procedure details: 2-Hydroxyisophthalic acid (1.82 g) and N,N'-dicyclohexylcarbodiimide (2.17 g) were dissolved together in dry pyridine (30 ml) and the mixture was stirred for 2 hours at room temperature. The mixture was then treated with dry tert-butylamine (5 ml), and the mixture was stirred at 60° C. for 20 hours. The solvents were removed in vacuo, and the residue was treated with saturated aqueous sodium bicarbonate solution (50 ml). The mixture was stirred for 15 minutes. The insoluble N,N'-dicyclohexylurea... The reactants are C(C)C1(OC2=C(O1)C=CC(=C2)N=C=S)C ((2-ethyl-2-methyl-1,3-benzodioxol-5-yl) isothiocyanate), CNN (methylhydrazine). Solvent: C(C)O (ethanol). Product: C(C)C1(OC2=C(O1)C=CC(=C2)NC(N(N)C)=S)C (4-(2-ethyl-2-methyl-1,3-benzodioxol-5-yl)-2-methyl-3-thiosemicarbazide). The yield is 66.9%. As a reaction SMILES: [CH2:1]([C:3]1([CH3:15])[O:7][C:6]2[CH:8]=[CH:9][C:10]([N:12]=[C:13]=[S:14])=[CH:11][C:5]=2[O:4]1)[CH3:2].[CH3:16][NH:17][NH2:18]>C(O)C>[CH2:1]([C:3]1([CH3:15])[O:7][C:6]2[CH:8]=[CH:9][C:10]([NH:12][C:13](=[S:14])[N:17]([CH3:16])[NH2:18])=[CH:11][C:5]=2[O:4]1)[CH3:2]. Procedure: Following procedures similar to those employed in Step A of Example 2, the reaction of 2.1 g (0.0095 mole) of (2-ethyl-2-methyl-1,3-benzodioxol-5-yl) isothiocyanate with 0.44 g (0.0095 mole) of methylhydrazine in 50 ml of ethanol yielded 1.7 g of 4-(2-ethyl-2-methyl-1,3-benzodioxol-5-yl)-2-methyl-3-thiosemicarbazide as a solid. The nmr spectrum was consistent with the proposed structure. Reactants: [BH4-], CO, CCCc1ccc(C=O)c(OC)c1, [Na+]. The product is CCCc1ccc(CO)c(OC)c1. As a reaction SMILES: [BH4-:1].[CH3:16][OH:17].[CH3:3][O:4][c:5]1[c:6]([CH:7]=[O:8])[cH:9][cH:10][c:11]([CH2:13][CH2:14][CH3:15])[cH:12]1.[Na+:2]>>[CH3:3][O:4][c:5]1[c:6]([CH2:7][OH:8])[cH:9][cH:10][c:11]([CH2:13][CH2:14][CH3:15])[cH:12]1.